From a dataset of the Open Reaction Database (ORD), a public repository of structured organic reaction records. describe an organic reaction: reactants, conditions, products, and yield Starting materials: C1(CC(CCC1)=O)=O (1,3-cyclohexanedione), C1(=CC=CC=C1)NN (phenylhydrazine), C1CCC(C=2C3=CC=CC=C3NC12)=O (1,2,3,4-tetrahydrocarbazol-4-one). Product: N1C=CC2=CC=CC=C12 (Indole). Reaction SMILES: C1(=O)CCCC(=O)C1.C1(NN)C=CC=CC=1.C1[C:29]2[NH:28][C:27]3[C:22](=[CH:23][CH:24]=[CH:25][CH:26]=3)[C:21]=2C(=O)CC1>>[NH:28]1[C:27]2[C:22](=[CH:23][CH:24]=[CH:25][CH:26]=2)[CH:21]=[CH:29]1. Procedure details: A 0.25 mol/L 1,3-cyclohexanedione/50% sulfuric acid solution was sent as a first fluid from the center at a ratio of supply pressure/back pressure of 0.07 MPa/0.02 MPa, a rotation speed of 500 rpm, and a sending temperature of 25° C., and a 0.25 mol/L phenylhydrazine/50% sulfuric acid solution was introduced as a second fluid into a space between the processing surfaces at 18 mL/min. The first fluid and the second fluid were mixed in a thin film fluid, and then a solution obtained after processi... Reaction SMILES: [BH4-:1].[CH3:20][CH2:21][OH:22].[Cl:3][c:4]1[cH:5][c:6]2[c:7]([cH:17][cH:18]1)[CH2:8][CH:9]1[CH2:10][N:11]([CH3:16])[CH2:12][CH:13]1[C:14]2=[O:15].[Na+:2].[OH2:19]>>[Cl:3][c:4]1[cH:5][c:6]2[c:7]([cH:17][cH:18]1)[CH2:8][CH:9]1[CH2:10][N:11]([CH3:16])[CH2:12][CH:13]1[CH:14]2[OH:15]. Reactants: [BH4-], CCO, CN1CC2Cc3ccc(Cl)cc3C(=O)C2C1, [Na+], O. The product is CN1CC2Cc3ccc(Cl)cc3C(O)C2C1. Starting materials: BrC1=C(C=C(C=C1)O)F (4-bromo-3-fluorophenol), O(S(=O)(=O)C(F)(F)F)CC(C(F)(F)F)(F)F (2,2,3,3,3,-pentafluoropropyl triflate), C([O-])([O-])=O.[K+].[K+] (potassium carbonate). Solvent: CC(=O)C (acetone). Product: BrC1=C(C=C(C=C1)OCC(C(F)(F)F)(F)F)F (1-Bromo-2-fluoro-4-(2,2,3,3,3-pentafluoro-propoxy)-benzene). As a reaction SMILES: [Br:1][C:2]1[CH:7]=[CH:6][C:5]([OH:8])=[CH:4][C:3]=1[F:9].O([CH2:18][C:19]([F:25])([F:24])[C:20]([F:23])([F:22])[F:21])S(C(F)(F)F)(=O)=O.C(=O)([O-])[O-].[K+].[K+]>CC(C)=O>[Br:1][C:2]1[CH:7]=[CH:6][C:5]([O:8][CH2:18][C:19]([F:25])([F:24])[C:20]([F:23])([F:22])[F:21])=[CH:4][C:3]=1[F:9] |f:2.3.4|. Procedure: The title compound was prepared from 4-bromo-3-fluorophenol and 2,2,3,3,3,-pentafluoropropyl triflate with potassium carbonate in acetone at ambient temperature for 18 hours. Kugelrohr distillation provided a colorless oil, b.p. 105-110° C./12 mbar.